This data is from the Open Reaction Database (ORD), a public repository of structured organic reaction records. The task is: describe an organic reaction: reactants, conditions, products, and yield The reactants are Cl.C1(=CC=CC=C1)C1=NNC2=C(N1)C=NC=C2 (3-phenyl-1,4-dihydropyrido[3,4-e]-as-triazine hydrochloride), O1C(=CC=C1)C(=O)Cl (furan-2-carbonyl chloride). Yields the product Cl.O1C(=CC=C1)C(=O)N1N=C(NC2=C1C=CN=C2)C2=CC=CC=C2 (1-furoyl-3-phenyl-1,4-dihydropyrido[3,4-e]-as-triazine hydrochloride). Yield: 81.1%. Reaction SMILES: Cl.[C:2]1([C:8]2[NH:13][C:12]3[CH:14]=[N:15][CH:16]=[CH:17][C:11]=3[NH:10][N:9]=2)[CH:7]=[CH:6][CH:5]=[CH:4][CH:3]=1.[O:18]1[CH:22]=[CH:21][CH:20]=[C:19]1[C:23]([Cl:25])=[O:24]>>[ClH:25].[O:18]1[CH:22]=[CH:21][CH:20]=[C:19]1[C:23]([N:10]1[C:11]2[CH:17]=[CH:16][N:15]=[CH:14][C:12]=2[NH:13][C:8]([C:2]2[CH:3]=[CH:4][CH:5]=[CH:6][CH:7]=2)=[N:9]1)=[O:24] |f:0.1,3.4|. Procedure details: 3.8 g (0.015 moles) of 3-phenyl-1,4-dihydropyrido[3,4-e]-as-triazine hydrochloride are reacted with furan-2-carbonyl chloride as described in Example 2 to obtain 1-furoyl-3-phenyl-1,4-dihydropyrido[3,4-e]-as-triazine hydrochloride with a yield of 81.1%; m.p.: 245°-246° C. Starting materials: C(C)OC1=NCCC2=CC=CC=C12 (1-ethoxy-3,4-dihydroisoquinoline), N(N)C1=NCCC2=CC=CC=C12 (1-hydrazino-3,4-dihydroisoquinoline), C(C)OC1=NCCC2=CC=CC=C12 (1-ethoxy-3,4-dihydroisoquinoline). The solvent is CO (methanol), CO (methanol). Yields the product N(N=C1NCCC2=CC=CC=C12)=C1NCCC2=CC=CC=C12 (1,1'-azinobis(1,2,3,4-tetrahydroisoquinoline)), II. As a reaction SMILES: C(O[C:4]1[C:13]2[C:8](=[CH:9][CH:10]=[CH:11][CH:12]=2)[CH2:7][CH2:6][N:5]=1)C.[NH:14]([C:16]1[C:25]2[C:20](=[CH:21][CH:22]=[CH:23][CH:24]=2)[CH2:19][CH2:18][N:17]=1)[NH2:15]>CO>[N:15](=[C:4]1[C:13]2[C:8](=[CH:9][CH:10]=[CH:11][CH:12]=2)[CH2:7][CH2:6][NH:5]1)[N:14]=[C:16]1[C:25]2[C:20](=[CH:21][CH:22]=[CH:23][CH:24]=2)[CH2:19][CH2:18][NH:17]1. Procedure: A solution of 1-ethoxy-3,4-dihydroisoquinoline (4.25 g.) and 1-hydrazino-3,4-dihydroisoquinoline (3.9 g.) in methanol (40 ml.) was stirred at room temperature overnight and then at reflux for a day. More 1-ethoxy-3,4-dihydroisoquinoline (1 g.) was added during the reflux period. The solution was stripped of methanol and the solid was recrystallized from 2-propanol, affording 1,1'-azinobis(1,2,3,4-tetrahydroisoquinoline) (II: Y=Y' =Z=Z' H) (first crop, 2.6 g., m.p. 178°-179° C.). In this example ...